Dataset: the Open Reaction Database (ORD), a public repository of structured organic reaction records. Task: describe an organic reaction: reactants, conditions, products, and yield Starting materials: CN, CS(C)=O, CCN(C(C)C)C(C)C, Nc1nc(Cl)ccc1C(=O)NCc1ccn(Cc2cccc(F)c2)c1. The product is CNc1ccc(C(=O)NCc2ccn(Cc3cccc(F)c3)c2)c(N)n1. Reaction SMILES: [CH3:26][NH2:27].[CH3:28][S:29]([CH3:30])=[O:31].[CH:32]([N:33]([CH2:34][CH3:35])[CH:36]([CH3:37])[CH3:38])([CH3:39])[CH3:40].[NH2:1][c:2]1[c:3]([C:4](=[O:5])[NH:6][CH2:7][c:8]2[cH:9][n:10]([CH2:13][c:14]3[cH:15][c:16]([F:20])[cH:17][cH:18][cH:19]3)[cH:11][cH:12]2)[cH:21][cH:22][c:23]([Cl:25])[n:24]1>>[NH2:1][c:2]1[c:3]([C:4](=[O:5])[NH:6][CH2:7][c:8]2[cH:9][n:10]([CH2:13][c:14]3[cH:15][c:16]([F:20])[cH:17][cH:18][cH:19]3)[cH:11][cH:12]2)[cH:21][cH:22][c:23]([NH:27][CH3:26])[n:24]1. Reactants: CCO, OCCOc1c(Cl)cc(OCc2ccccc2)cc1Cl. Yields the product OCCOc1c(Cl)cc(O)cc1Cl. As a reaction SMILES: [CH3:21][CH2:22][OH:23].[Cl:1][c:2]1[c:3]([O:4][CH2:5][CH2:6][OH:7])[c:8]([Cl:20])[cH:9][c:10]([O:12][CH2:13][c:14]2[cH:15][cH:16][cH:17][cH:18][cH:19]2)[cH:11]1>>[Cl:1][c:2]1[c:3]([O:4][CH2:5][CH2:6][OH:7])[c:8]([Cl:20])[cH:9][c:10]([OH:12])[cH:11]1. The reactants are C1(=CC=CC=C1)C#C (Phenylacetylene), C([O-])([O-])=O.[Cs+].[Cs+] (cesium carbonate), C(Cl)(Cl)(Cl)Cl (carbon tetrachloride). The reagents and catalysts are O.[Cl-].C(CCC)[N+](CCCC)(CCCC)CCCC (tetra-n-butylammonium chloride hydrate). Product: ClC#CC1=CC=CC=C1 (1-chloro-2-phenylacetylene). Isolated yield 96.0%. As a reaction SMILES: [C:1]1([C:7]#[CH:8])[CH:6]=[CH:5][CH:4]=[CH:3][CH:2]=1.C(=O)([O-])[O-].[Cs+].[Cs+].C(Cl)(Cl)(Cl)[Cl:16]>O.[Cl-].C([N+](CCCC)(CCCC)CCCC)CCC>[Cl:16][C:8]#[C:7][C:1]1[CH:6]=[CH:5][CH:4]=[CH:3][CH:2]=1 |f:1.2.3,5.6.7|. Procedure details: Phenylacetylene (1.02 g, 10 mmol), 1.92 g of cesium carbonate (10 mmol), and 0.15 g tetra-n-butylammonium chloride hydrate and 5 mL carbon tetrachloride were mixed at 70° C. for 5 h. Gas chromatographic analysis of the mixture showed that it contained 1.32 g of 1-chloro-2-phenylacetylene (96% yield). Reactants: Cl (HCl), COC([C@H](CNC(=O)C=1SC=CC1)NC(=O)C=1SC(=CC1C(F)(F)F)C(NCC1=C2C=CNC2=CC=C1)=O)=O ((S)-2-({5-[(1H-Indol-4-ylmethyl)-carbamoyl]-3-trifluoromethyl-thiophene-2-carbonyl}-amino)-3-[(thiophene-2-carbonyl)-amino]-propionic acid methyl ester), O.[OH-].[Li+] (lithium hydroxide monohydrate). Run in C1CCOC1 (THF), O (water). Reaction conditions: time 8 hour. The product is N1C=CC2=C(C=CC=C12)CNC(=O)C1=CC(=C(S1)C(=O)N[C@H](C(=O)O)CNC(=O)C=1SC=CC1)C(F)(F)F ((S)-2-({5-[(1H-Indol-4-ylmethyl)-carbamoyl]-3-trifluoromethyl-thiophene-2-carbonyl}-amino)-3-[(thiophene-2-carbonyl)-amino]-propionic acid). Reaction SMILES: C[O:2][C:3](=[O:39])[C@@H:4]([NH:14][C:15]([C:17]1[S:18][C:19]([C:26](=[O:38])[NH:27][CH2:28][C:29]2[CH:37]=[CH:36][CH:35]=[C:34]3[C:30]=2[CH:31]=[CH:32][NH:33]3)=[CH:20][C:21]=1[C:22]([F:25])([F:24])[F:23])=[O:16])[CH2:5][NH:6][C:7]([C:9]1[S:10][CH:11]=[CH:12][CH:13]=1)=[O:8].O.[OH-].[Li+].Cl>C1COCC1.O>[NH:33]1[C:34]2[C:30](=[C:29]([CH2:28][NH:27][C:26]([C:19]3[S:18][C:17]([C:15]([NH:14][C@@H:4]([CH2:5][NH:6][C:7]([C:9]4[S:10][CH:11]=[CH:12][CH:13]=4)=[O:8])[C:3]([OH:39])=[O:2])=[O:16])=[C:21]([C:22]([F:23])([F:25])[F:24])[CH:20]=3)=[O:38])[CH:37]=[CH:36][CH:35]=2)[CH:31]=[CH:32]1 |f:1.2.3|. Reported procedure: To a solution of (S)-2-({5-[(1H-Indol-4-ylmethyl)-carbamoyl]-3-trifluoromethyl-thiophene-2-carbonyl}-amino)-3-[(thiophene-2-carbonyl)-amino]-propionic acid methyl ester (170 mg, 0.29 mmol) in THF (6 mL) was added a solution of lithium hydroxide monohydrate (120 mg, 2.94 mmol) in water (8 mL). The mixture was then stirred at room temperature overnight. The mixture was then acidified with 1N HCl and extracted with EtOAc (×3). The extracts were combined, washed with water and brine, dried over sodi... Yield: 17.1%. Run at time 4 hour. Product: FC1=C(C=CC(=C1)I)NC1=C(C(N2CCCC2=C1C(=O)O)=O)C (7-(2-Fluoro-4-iodophenylamino)-6-methyl-5-oxo-1,2,3,5-tetrahydroindolizine-8-carboxylic acid). Run in C1CCOC1 (THF). Reactants: ClC1=C(C(N2CCCC2=C1C(=O)O)=O)C (7-Chloro-6-methyl-5-oxo-1,2,3,5-tetrahydroindolizine-8-carboxylic acid), FC1=C(N)C=CC(=C1)I (2-fluoro-4-iodoaniline), [Li+].C[Si](C)(C)[N-][Si](C)(C)C (LiHMDS). Reported procedure: Compound 8d (183 mg, 1.04 mmol) and 2-fluoro-4-iodoaniline (384 mg, 1.62 mmol) stirred in dry THF (8 ml) at 0° C. under nitrogen. LiHMDS (1M in THF, 2.4 mL, 2.4 mmol) was added dropwise, and the reaction stirred 4 h while warming to RT. The solution was quenched with 1N HCl and extracted with 10% MeOH/CH2Cl2 (3×). Organics were dried (MgSO4) and concentrated in vacuo. Purification by silica gel chromatography (10% to 20% MeOH/CH2Cl2) gave 76 mg (22%) of compound 8e as a tan solid. 1H NMR (400 MH... Reaction SMILES: Cl[C:2]1[C:10]([C:11]([OH:13])=[O:12])=[C:9]2[N:5]([CH2:6][CH2:7][CH2:8]2)[C:4](=[O:14])[C:3]=1[CH3:15].[F:16][C:17]1[CH:23]=[C:22]([I:24])[CH:21]=[CH:20][C:18]=1[NH2:19].[Li+].C[Si]([N-][Si](C)(C)C)(C)C>C1COCC1>[F:16][C:17]1[CH:23]=[C:22]([I:24])[CH:21]=[CH:20][C:18]=1[NH:19][C:2]1[C:10]([C:11]([OH:13])=[O:12])=[C:9]2[N:5]([CH2:6][CH2:7][CH2:8]2)[C:4](=[O:14])[C:3]=1[CH3:15] |f:2.3|. Reactants: O=C([O-])O, CC(C)(C)OC(=O)NCCN1CC2CN(Cc3ccccc3)CC(C1)O2, CCO, ClCCl, [Na+]. Yields the product CC(C)(C)OC(=O)NCCN1CC2CNCC(C1)O2. Reaction SMILES: [C:1](=[O:2])([OH:3])[O-:4].[C:6]([CH3:7])([CH3:8])([CH3:9])[O:10][C:11]([NH:12][CH2:13][CH2:14][N:15]1[CH2:16][CH:17]2[CH2:18][N:19]([CH2:24][c:25]3[cH:26][cH:27][cH:28][cH:29][cH:30]3)[CH2:20][CH:21]([CH2:22]1)[O:23]2)=[O:31].[CH3:32][CH2:33][OH:34].[Cl:35][CH2:36][Cl:37].[Na+:5]>>[C:6]([CH3:7])([CH3:8])([CH3:9])[O:10][C:11]([NH:12][CH2:13][CH2:14][N:15]1[CH2:16][CH:17]2[CH2:18][NH:19][CH2:20][CH:21]([CH2:22]1)[O:23]2)=[O:31]. Reactants: NC1=C(N=NN1)C(N)=O (5-amino-4-carbamoyl-1H-1,2,3-triazole), C(C1=CC=CC=C1)(=O)Cl (Benzoyl chloride). Run in [OH-].[Na+] (sodium hydroxide), [OH-].[Na+] (sodium hydroxide). Yields the product C(C1=CC=CC=C1)(=O)NC1=C(N=NN1)C(N)=O (5-benzamido-4-carbamoyl-1H-1,2,3-triazole). RXN SMILES: [C:1](Cl)(=[O:8])[C:2]1[CH:7]=[CH:6][CH:5]=[CH:4][CH:3]=1.[NH2:10][C:11]1[NH:15][N:14]=[N:13][C:12]=1[C:16](=[O:18])[NH2:17]>[OH-].[Na+]>[C:1]([NH:10][C:11]1[NH:15][N:14]=[N:13][C:12]=1[C:16](=[O:18])[NH2:17])(=[O:8])[C:2]1[CH:7]=[CH:6][CH:5]=[CH:4][CH:3]=1 |f:2.3|. Procedure details: Benzoyl chloride (3.26 ml.) and 4N aqueous sodium hydroxide solution (8 ml.) were added alternately, in portions over 25 minutes, to a vigorously shaken, ice-cooled solution of 5-amino-4-carbamoyl-1H-1,2,3-triazole (1.27 g; prepared by the method of J. R. E. Hoover and A. R. Day, J. Amer. Chem. Soc., 1956, 78,5832) in 4N aqueous sodium hydroxide solution (15 ml.). The reaction mixture was extracted with diethyl ether, the aqueous layer cooled and acidified with concentrated hydrochloric acid, an...